This data is from the Open Reaction Database (ORD), a public repository of structured organic reaction records. The task is: describe an organic reaction: reactants, conditions, products, and yield Reactants: O1CCC2=C1C=CC(=C2)C2=NN=C(O2)S (5-(2,3-dihydro-1-benzofuran-5-yl)-1,3,4-oxadiazole-2-thiol), ClC=1C=C(CBr)C=CC1OC (3-chloro-4-methoxybenzyl bromide). Yields the product ClC=1C=C(CSC=2OC(=NN2)C=2C=CC3=C(CCO3)C2)C=CC1OC (2-[(3-chloro-4-methoxybenzyl)thio]-5-(2,3-dihydro-1-benzofuran-5-yl)-1,3,4-oxadiazole). Yield: 87.0%. Reaction SMILES: [O:1]1[C:5]2[CH:6]=[CH:7][C:8]([C:10]3[O:14][C:13]([SH:15])=[N:12][N:11]=3)=[CH:9][C:4]=2[CH2:3][CH2:2]1.[Cl:16][C:17]1[CH:18]=[C:19]([CH:22]=[CH:23][C:24]=1[O:25][CH3:26])[CH2:20]Br>>[Cl:16][C:17]1[CH:18]=[C:19]([CH:22]=[CH:23][C:24]=1[O:25][CH3:26])[CH2:20][S:15][C:13]1[O:14][C:10]([C:8]2[CH:7]=[CH:6][C:5]3[O:1][CH2:2][CH2:3][C:4]=3[CH:9]=2)=[N:11][N:12]=1. Reported procedure: In the same manner as in Example 1 and using 5-(2,3-dihydro-1-benzofuran-5-yl)-1,3,4-oxadiazole-2-thiol instead of 5-(benzothiazol-6-yl)-1,3,4-oxadiazole-2-thiol and 3-chloro-4-methoxybenzyl bromide instead of 3-(trifluoromethyl)benzyl chloride, the title compound (yield 87%) was obtained as colorless crystals. The reactants are Cc1[nH]c(C(C)(C)C)nc1CO, CC(C)Cc1nc(CO)c(C(C)C)[nH]1. Yields the product CC(C)Cc1nc(C=O)c(C(C)C)[nH]1. RXN SMILES: [C:15]([c:16]1[nH:17][c:18]([CH3:19])[c:20]([CH2:21][OH:22])[n:23]1)([CH3:24])([CH3:25])[CH3:26].[CH2:1]([CH:2]([CH3:3])[CH3:4])[c:5]1[nH:6][c:7]([CH:12]([CH3:13])[CH3:14])[c:8]([CH2:10][OH:11])[n:9]1>>[CH2:1]([CH:2]([CH3:3])[CH3:4])[c:5]1[nH:6][c:7]([CH:12]([CH3:13])[CH3:14])[c:8]([CH:10]=[O:11])[n:9]1. Starting materials: Cl (HCl), [O-2].[Mg+2] (Magnesium oxide), BrCCCBr (1,3-dibromopropane), ClC=1C=C(C=CC1N)CC(=O)OC (methyl 3-chloro-4-aminophenylacetate). Yields the product ClC=1C=C(C=CC1NCCCBr)CC(=O)OC (methyl 3-chloro-4-(3 bromopropylamino)-phenylacetate). Run in CC(=O)N(C)C (dimethylacetamide), CC(=O)N(C)C (dimethylacetamide). Run at temperature 80 celsius, time 6 hour. As a reaction SMILES: [O-2].[Mg+2].[Br:3][CH2:4][CH2:5][CH2:6]Br.[Cl:8][C:9]1[CH:10]=[C:11]([CH2:16][C:17]([O:19][CH3:20])=[O:18])[CH:12]=[CH:13][C:14]=1[NH2:15].Cl>CC(N(C)C)=O>[Cl:8][C:9]1[CH:10]=[C:11]([CH2:16][C:17]([O:19][CH3:20])=[O:18])[CH:12]=[CH:13][C:14]=1[NH:15][CH2:6][CH2:5][CH2:4][Br:3] |f:0.1|. Reported procedure: Magnesium oxide (10 grams, 250 mmoles), was added to a solution of 1,3-dibromopropane (139 grams, 70 mL, 700 mmoles) in dimethylacetamide (150 mL). A solution of methyl 3-chloro-4-aminophenylacetate.HCl (23.6 grams, 100 mmoles) in dimethylacetamide (200 mL) was added dropwise over 30 minutes and the mixture stirred at 80° C. for 6 hours. The cooled mixture was partitioned with methylene chloride and water. The aqueous phase was extracted with methylene choride and the combined organic phases was... Reactants: OCCN1C(=O)N(C(=O)C1(C)C)CCO (1,3-bis(2-hydroxyethyl)-5,5-dimethylhydantoin), C(C)(=O)OC(C)=O (acetic anhydride). Run in N1=CC=CC=C1 (pyridine). Conditions: time 2 hour. Yields the product CC1(C(N(C(N1C=C)=O)C=C)=O)C (5,5-dimethyl-1,3-divinylhydantoin), diacetate ester. Yield: 67.0%. Reaction SMILES: O[CH2:2][CH2:3][N:4]1[C:10]([CH3:12])([CH3:11])[C:8](=[O:9])[N:7]([CH2:13][CH2:14]O)[C:5]1=[O:6].C(OC(=O)C)(=O)C>N1C=CC=CC=1>[CH3:11][C:10]1([CH3:12])[N:4]([CH:3]=[CH2:2])[C:5](=[O:6])[N:7]([CH:13]=[CH2:14])[C:8]1=[O:9]. Procedure details: Alternatively, 5,5-dimethyl-1,3-divinylhydantoin was prepared by acetylating at 80° C. for two hours 216 grams (1 mole) of 1,3-bis(2-hydroxyethyl)-5,5-dimethylhydantoin with 408 grams (4 moles) of acetic anhydride in the presence of 20 ml. of pyridine to form the corresponding diacetate ester. Pyrolysis of said diacetate ester by passing through a hot tube at 550° C. gave the above product in a 67% yield (at 39% conversion), boiling at 89°-92° C./0.2 mm. (Compound 1). Starting materials: C=C(C)c1c(C)nn2ccccc12, CC[SiH](CC)CC, ClCCl, O=C(O)C(F)(F)F. Product: Cc1nn2ccccc2c1C(C)C. Reaction SMILES: [C:1](=[CH2:2])([CH3:3])[c:4]1[c:5]([CH3:13])[n:6][n:7]2[c:8]1[cH:9][cH:10][cH:11][cH:12]2.[CH2:14]([SiH:15]([CH2:16][CH3:17])[CH2:18][CH3:19])[CH3:20].[Cl:28][CH2:29][Cl:30].[F:21][C:22]([F:23])([F:24])[C:25]([OH:26])=[O:27]>>[CH:1]([CH3:2])([CH3:3])[c:4]1[c:5]([CH3:13])[n:6][n:7]2[c:8]1[cH:9][cH:10][cH:11][cH:12]2.